This data is from the Open Reaction Database (ORD), a public repository of structured organic reaction records. The task is: describe an organic reaction: reactants, conditions, products, and yield Reactants: CN(C)C=O, Cc1nc2ccccn2c(=O)c1CCCl, Cl, Cl, Fc1ccc(Cn2c(NC3CCNCC3)nc3cccnc32)cc1, [I-], [K+], [Na+], [Na+], O=C([O-])[O-]. Product: Cc1nc2ccccn2c(=O)c1CCN1CCC(Nc2nc3cccnc3n2Cc2ccc(F)cc2)CC1, Cl, Cl. Reaction SMILES: [CH3:50][N:51]([CH3:52])[CH:53]=[O:54].[Cl:1][CH2:2][CH2:3][c:4]1[c:5]([CH3:15])[n:6][c:7]2[n:8]([c:9]1=[O:10])[cH:11][cH:12][cH:13][cH:14]2.[ClH:16].[ClH:17].[F:18][c:19]1[cH:20][cH:21][c:22]([CH2:25][n:26]2[c:27]([NH:35][CH:36]3[CH2:37][CH2:38][NH:39][CH2:40][CH2:41]3)[n:28][c:29]3[c:30]2[n:31][cH:32][cH:33][cH:34]3)[cH:23][cH:24]1.[I-:49].[K+:48].[Na+:42].[Na+:43].[O-:44][C:45](=[O:46])[O-:47]>>[CH2:2]([CH2:3][c:4]1[c:5]([CH3:15])[n:6][c:7]2[n:8]([c:9]1=[O:10])[cH:11][cH:12][cH:13][cH:14]2)[N:39]1[CH2:38][CH2:37][CH:36]([NH:35][c:27]2[n:26]([CH2:25][c:22]3[cH:21][cH:20][c:19]([F:18])[cH:24][cH:23]3)[c:30]3[c:29]([n:28]2)[cH:34][cH:33][cH:32][n:31]3)[CH2:41][CH2:40]1.[ClH:16].[ClH:1]. Starting materials: C(C1=CC=CC=C1)OC(=O)NC1(CCC2(OCCO2)CC1)C=1NC(C(=C(N1)C(=O)OCC)O)=O (ethyl 2-(8-(benzyloxycarbonylamino)-1,4-dioxaspiro[4.5]decan-8-yl)-5-hydroxy-6-oxo-1,6-dihydropyrimidine-4-carboxylate), Cl (HCl). Solvent: C1CCOC1 (THF). Conditions: temperature 60 celsius. The product is C(C1=CC=CC=C1)OC(=O)NC1(CCC(CC1)=O)C=1NC(C(=C(N1)C(=O)OCC)O)=O (Ethyl 2-(1-(benzyloxycarbonylamino)-4-oxocyclohexyl)-5-hydroxy-6-oxo-1,6-dihydropyrimidine-4-carboxylate). Isolated yield 91.9%. As a reaction SMILES: [CH2:1]([O:8][C:9]([NH:11][C:12]1([C:22]2[NH:23][C:24](=[O:34])[C:25]([OH:33])=[C:26]([C:28]([O:30][CH2:31][CH3:32])=[O:29])[N:27]=2)[CH2:21][CH2:20][C:15]2(OCC[O:16]2)[CH2:14][CH2:13]1)=[O:10])[C:2]1[CH:7]=[CH:6][CH:5]=[CH:4][CH:3]=1.Cl>C1COCC1>[CH2:1]([O:8][C:9]([NH:11][C:12]1([C:22]2[NH:23][C:24](=[O:34])[C:25]([OH:33])=[C:26]([C:28]([O:30][CH2:31][CH3:32])=[O:29])[N:27]=2)[CH2:21][CH2:20][C:15](=[O:16])[CH2:14][CH2:13]1)=[O:10])[C:2]1[CH:7]=[CH:6][CH:5]=[CH:4][CH:3]=1. Procedure: A solution of ethyl 2-(8-(benzyloxycarbonylamino)-1,4-dioxaspiro[4.5]decan-8-yl)-5-hydroxy-6-oxo-1,6-dihydropyrimidine-4-carboxylate (1.8 g, 3.8 mmol) in THF (200 mL) was added 2N HCl (12 ml, 24 mmol) and the resulting mixture was heated for 2 h at 60° C. The reaction mixture was then cooled and extracted with CH2Cl2 (3×100 mL). The CH2Cl2 fractions were dried (Na2SO4), filtered and concentrated to afford the title compound as a light yellow solid (1.5 g, 92% yield). 1H NMR (500 MHz, CDCl3) δ: 1... Starting materials: CCOC(=O)Cc1csc(-c2ncccc2O)n1, [Li+], [OH-]. Product: O=C(O)Cc1csc(-c2ncccc2O)n1. As a reaction SMILES: [CH2:1]([CH3:2])[O:3][C:4]([CH2:5][c:6]1[n:7][c:8](-[c:11]2[n:12][cH:13][cH:14][cH:15][c:16]2[OH:17])[s:9][cH:10]1)=[O:18].[Li+:20].[OH-:19]>>[O:3]=[C:4]([CH2:5][c:6]1[n:7][c:8](-[c:11]2[n:12][cH:13][cH:14][cH:15][c:16]2[OH:17])[s:9][cH:10]1)[OH:18]. RXN SMILES: [Si]([O:8][CH2:9][C:10]1[S:14][C:13]([C:15](=[N:17][OH:18])[NH2:16])=[C:12]([CH2:19][CH3:20])[CH:11]=1)(C(C)(C)C)(C)C.[F:21][C:22]1[C:37]([F:38])=[CH:36][CH:35]=[CH:34][C:23]=1[O:24][C:25]1[CH:33]=[CH:32][C:28]([C:29](O)=O)=[CH:27][CH:26]=1.C1(N=C=NC2CCCCC2)CCCCC1.[F-].C([N+](CCCC)(CCCC)CCCC)CCC.O1CCCC1>>[F:21][C:22]1[C:37]([F:38])=[CH:36][CH:35]=[CH:34][C:23]=1[O:24][C:25]1[CH:26]=[CH:27][C:28]([C:29]2[O:18][N:17]=[C:15]([C:13]3[S:14][C:10]([CH2:9][OH:8])=[CH:11][C:12]=3[CH2:19][CH3:20])[N:16]=2)=[CH:32][CH:33]=1 |f:3.4|. Product: crude product, FC1=C(OC2=CC=C(C=C2)C2=NC(=NO2)C2=C(C=C(S2)CO)CC)C=CC=C1F ((5-{5-[4-(2,3-Difluorophenoxy)phenyl]-1,2,4-oxadiazol-3-yl}-4-ethyl-2-thienyl)methanol). Procedure details: The crude product of the title compound was synthesized by conducting the reaction similar to that mentioned in Example 10 (10f) using 5-({[t-butyl(dimethyl)silyl]oxy}methyl)-3-ethyl-N′-hydroxythiophene-2-carboximidamide (0.16 g, 0.50 mmol) that was obtained in Example 10 (10d), 4-(2,3-difluorophenoxy)benzoic acid (0.14 g, 0.55 mmol) that was obtained in Example 18 (18a), N,N′-dicyclohexylcarbodiimide (0.11 g, 0.55 mmol), and 1.0M solution of tetrabutylammonium fluoride in tetrahydrofuran (0.75 ... Starting materials: FC1=C(OC2=CC=C(C(=O)O)C=C2)C=CC=C1F (4-(2,3-difluorophenoxy)benzoic acid), Example 10 ( 10d ), O1CCCC1 (tetrahydrofuran), solution, [F-].C(CCC)[N+](CCCC)(CCCC)CCCC (tetrabutylammonium fluoride), C1(CCCCC1)N=C=NC1CCCCC1 (N,N′-dicyclohexylcarbodiimide), Example 10 ( 10f ), [Si](C)(C)(C(C)(C)C)OCC1=CC(=C(S1)C(N)=NO)CC (5-({[t-butyl(dimethyl)silyl]oxy}methyl)-3-ethyl-N′-hydroxythiophene-2-carboximidamide), Example 18 ( 18a ). Starting materials: CCN=C=NCCCN(C)C, CN(C)C=O, CCN(C(C)C)C(C)C, Cc1nc(N2CCN(Cc3csc4ccc(Cl)cc34)C2=O)sc1C(=O)O, NCc1cccnc1, On1nnc2ccccc21. Yields the product Cc1nc(N2CCN(Cc3csc4ccc(Cl)cc34)C2=O)sc1C(=O)NCc1cccnc1. Reaction SMILES: [CH3:37][N:38]([CH3:39])[CH2:40][CH2:41][CH2:42][N:43]=[C:44]=[N:45][CH2:46][CH3:47].[CH3:65][N:66]([CH3:67])[CH:68]=[O:69].[CH:48]([N:49]([CH:50]([CH3:51])[CH3:52])[CH2:53][CH3:54])([CH3:55])[CH3:56].[Cl:1][c:2]1[cH:3][c:4]2[c:5]([s:6][cH:7][c:8]2[CH2:9][N:10]2[C:11](=[O:24])[N:12]([c:15]3[s:16][c:17]([C:21](=[O:22])[OH:23])[c:18]([CH3:20])[n:19]3)[CH2:13][CH2:14]2)[cH:25][cH:26]1.[NH2:57][CH2:58][c:59]1[cH:60][n:61][cH:62][cH:63][cH:64]1.[OH:27][n:28]1[c:29]2[cH:30][cH:31][cH:32][cH:33][c:34]2[n:35][n:36]1>>[Cl:1][c:2]1[cH:3][c:4]2[c:5]([s:6][cH:7][c:8]2[CH2:9][N:10]2[C:11](=[O:24])[N:12]([c:15]3[s:16][c:17]([C:21](=[O:23])[NH:57][CH2:58][c:59]4[cH:60][n:61][cH:62][cH:63][cH:64]4)[c:18]([CH3:20])[n:19]3)[CH2:13][CH2:14]2)[cH:25][cH:26]1. Starting materials: OC1=C(C=C(C=C1)C1=CC=C(C=C1)C(=O)OCC)C1=CC=2C(CCC(C2C=C1)(C)C)(C)C (ethyl 4′-hydroxy-3′-(5,5,8,8-tetramethyl-5,6,7,8-tetrahydronaphth-2-yl)biphenyl-4-carboxylate), BrCCCCON1C(C=2C(C1=O)=CC=CC2)=O (N-(4-bromobutoxy)phthalimide), C([O-])([O-])=O.[K+].[K+] (potassium carbonate), CC(=O)C (acetone). Yields the product O=C1N(C(C2=CC=CC=C12)=O)CCCCOC1=C(C=C(C=C1)C1=CC=C(C=C1)C(=O)OCC)C1=CC=2C(CCC(C2C=C1)(C)C)(C)C (ethyl 4′-[4-(1,3-dioxo-1,3-dihydroisoindol-2-yl)butoxy]-3′-(5,5,8,8-tetramethyl-5,6,7,8-tetrahydronaphth-2-yl)biphenyl-4-carboxylate), solid. The yield is 90.0%. Reaction SMILES: [OH:1][C:2]1[CH:7]=[CH:6][C:5]([C:8]2[CH:13]=[CH:12][C:11]([C:14]([O:16][CH2:17][CH3:18])=[O:15])=[CH:10][CH:9]=2)=[CH:4][C:3]=1[C:19]1[CH:28]=[CH:27][C:26]2[C:25]([CH3:30])([CH3:29])[CH2:24][CH2:23][C:22]([CH3:32])([CH3:31])[C:21]=2[CH:20]=1.BrCCCCO[N:39]1[C:43](=[O:44])[C:42]2=[CH:45][CH:46]=[CH:47][CH:48]=[C:41]2[C:40]1=[O:49].[C:50](=O)([O-])[O-].[K+].[K+].[CH3:56][C:57]([CH3:59])=O>>[O:44]=[C:43]1[C:42]2[C:41](=[CH:48][CH:47]=[CH:46][CH:45]=2)[C:40](=[O:49])[N:39]1[CH2:56][CH2:57][CH2:59][CH2:50][O:1][C:2]1[CH:7]=[CH:6][C:5]([C:8]2[CH:9]=[CH:10][C:11]([C:14]([O:16][CH2:17][CH3:18])=[O:15])=[CH:12][CH:13]=2)=[CH:4][C:3]=1[C:19]1[CH:28]=[CH:27][C:26]2[C:25]([CH3:30])([CH3:29])[CH2:24][CH2:23][C:22]([CH3:31])([CH3:32])[C:21]=2[CH:20]=1 |f:2.3.4|. Reported procedure: In a manner similar to that of Example 17a, by reaction of 600 mg (1.4 mmol) of ethyl 4′-hydroxy-3′-(5,5,8,8-tetramethyl-5,6,7,8-tetrahydronaphth-2-yl)biphenyl-4-carboxylate with 475 mg (1.68 mmol) of N-(4-bromobutoxy)phthalimide and 230 mg (1.66 mmol) of potassium carbonate in 50 ml of acetone. 790 mg of ethyl 4′-[4-(1,3-dioxo-1,3-dihydroisoindol-2-yl)butoxy]-3′-(5,5,8,8-tetramethyl-5,6,7,8-tetrahydronaphth-2-yl)biphenyl-4-carboxylate are obtained in the form of a white solid (yield=90%). Starting materials: CI, Cc1c(Cl)cccc1Cn1c(=S)[nH]c(=O)c2sc(N3CCOCC3)nc21, C1CCOC1. The product is CSc1nc(=O)c2sc(N3CCOCC3)nc2n1Cc1cccc(Cl)c1C. RXN SMILES: [CH3:27][I:28].[Cl:1][c:2]1[c:3]([CH3:26])[c:4]([CH2:8][n:9]2[c:10](=[S:25])[nH:11][c:12](=[O:24])[c:13]3[c:14]2[n:15][c:16]([N:18]2[CH2:19][CH2:20][O:21][CH2:22][CH2:23]2)[s:17]3)[cH:5][cH:6][cH:7]1.[O:29]1[CH2:30][CH2:31][CH2:32][CH2:33]1>>[Cl:1][c:2]1[c:3]([CH3:26])[c:4]([CH2:8][n:9]2[c:10]([S:25][CH3:27])[n:11][c:12](=[O:24])[c:13]3[c:14]2[n:15][c:16]([N:18]2[CH2:19][CH2:20][O:21][CH2:22][CH2:23]2)[s:17]3)[cH:5][cH:6][cH:7]1. Starting materials: CN1CCN(C(=O)N(C)c2ccc([N+](=O)[O-])c(N3CCCCC3)c2)CC1, CO. Yields the product CN1CCN(C(=O)N(C)c2ccc(N)c(N3CCCCC3)c2)CC1. RXN SMILES: [CH3:1][N:2]([C:3](=[O:4])[N:5]1[CH2:6][CH2:7][N:8]([CH3:11])[CH2:9][CH2:10]1)[c:12]1[cH:13][c:14]([N:21]2[CH2:22][CH2:23][CH2:24][CH2:25][CH2:26]2)[c:15]([N+:18]([O-:19])=[O:20])[cH:16][cH:17]1.[CH3:27][OH:28]>>[CH3:1][N:2]([C:3](=[O:4])[N:5]1[CH2:6][CH2:7][N:8]([CH3:11])[CH2:9][CH2:10]1)[c:12]1[cH:13][c:14]([N:21]2[CH2:22][CH2:23][CH2:24][CH2:25][CH2:26]2)[c:15]([NH2:18])[cH:16][cH:17]1. The reactants are Cn1c(=O)c2c(nc(Cl)n2Cc2ccccc2)n(C)c1=O, CC(C)O, NC1CCNC1. Product: Cn1c(=O)c2c(nc(N3CCC(N)C3)n2Cc2ccccc2)n(C)c1=O. RXN SMILES: [CH2:1]([c:2]1[cH:3][cH:4][cH:5][cH:6][cH:7]1)[n:8]1[c:9]([Cl:21])[n:10][c:11]2[n:12]([CH3:20])[c:13](=[O:19])[n:14]([CH3:18])[c:15](=[O:17])[c:16]12.[CH3:28][CH:29]([OH:30])[CH3:31].[NH2:22][CH:23]1[CH2:24][NH:25][CH2:26][CH2:27]1>>[CH2:1]([c:2]1[cH:3][cH:4][cH:5][cH:6][cH:7]1)[n:8]1[c:9]([N:25]2[CH2:24][CH:23]([NH2:22])[CH2:27][CH2:26]2)[n:10][c:11]2[n:12]([CH3:20])[c:13](=[O:19])[n:14]([CH3:18])[c:15](=[O:17])[c:16]12.